Task: describe an organic reaction: reactants, conditions, products, and yield. Dataset: the Open Reaction Database (ORD), a public repository of structured organic reaction records Reaction SMILES: C[O:2][C:3](=[O:20])[C:4]1[CH:9]=[CH:8][C:7]([CH2:10][C:11]2([F:19])[CH2:18][CH2:17][CH2:16][CH2:15][CH2:14][C:13]#[C:12]2)=[CH:6][CH:5]=1.[Li+].[OH-]>O1CCOCC1.O>[F:19][C:11]1([CH2:10][C:7]2[CH:6]=[CH:5][C:4]([C:3]([OH:20])=[O:2])=[CH:9][CH:8]=2)[CH2:18][CH2:17][CH2:16][CH2:15][CH2:14][C:13]#[C:12]1 |f:1.2|. The solvent is O1CCOCC1 (dioxane), O (H2O). Procedure: To a solution of cyclooctyne 8b (1.8 g, 6.6 mmol) in dioxane (30 mL) and H2O (7.5 mL) was added finely crushed LiOH (3.1 g, 130 mmol). The suspension was heated to 50° C. and stirred for 3 h. The dioxane was removed on a rotary evaporator and the reaction mixture was diluted with CH2Cl2 (100 mL). The organic layer was washed with 1 N HC, (2×100 mL), H2O (3×100 mL), and brine (1×25 mL), and dried over MgSO4, yielding a white solid (1.7 g, 98%, Rf=0.30 in 27:3:1 hexane/EtOAc/AcOH), mp 132.0-132.5°... Reactants: COC(C1=CC=C(C=C1)CC1(C#CCCCCC1)F)=O (4-(1-Fluoro-cyclooct-2-ynylmethyl)benzoic acid methyl ester), [Li+].[OH-] (LiOH). Yields the product FC1(C#CCCCCC1)CC1=CC=C(C(=O)O)C=C1 (4-(1-Fluoro-cyclooct-2-ynylmethyl)benzoic acid). Conditions: temperature 50 celsius, time 3 hour.